Dataset: the Open Reaction Database (ORD), a public repository of structured organic reaction records. Task: describe an organic reaction: reactants, conditions, products, and yield The product is N[C@@H]1CN(CCC1)C=1C=CN2C(C(=CC(=C2C1C)C1CC1)C(=O)O)=O (8-[(3S)-3-amino-1-piperidyl]-1-cyclopropyl-9-methyl-4-oxo-quinolizine-3-carboxylic acid). Reported procedure: A mixture of methyl 8-chloro-1-cyclopropyl-9-methyl-4-oxo-4H-quinolizine-3-carboxylate (300 mg, 1 mmol), 3-S—N-(tert-butoxycarbonyl)-amino)-piperidine (413 mg, 2 mmol) and NaHCO3 (390 mg, 14.64 mmol) in ACN (13 mL) was heated in a microwave at 120° C. for 20 min, and twice at 130° C. for 30 min. The reaction mixture was diluted with ethyl acetate (30 mL), and washed with water (30 mL). After extraction of the aqueous phase with ethyl acetate (2×30 mL), the organic phases were combined washed wit... Run in C(C)(=O)OCC (ethyl acetate). Reactants: ClC=1C=CN2C(C(=CC(=C2C1C)C1CC1)C(=O)OC)=O (methyl 8-chloro-1-cyclopropyl-9-methyl-4-oxo-4H-quinolizine-3-carboxylate), N1CCCCC1 (piperidine), C(=O)(O)[O-].[Na+] (NaHCO3), C(C)#N (ACN). Conditions: temperature 120 celsius, time 30 minute. RXN SMILES: Cl[C:2]1[CH:3]=[CH:4][N:5]2[C:10]([C:11]=1[CH3:12])=[C:9]([CH:13]1[CH2:15][CH2:14]1)[CH:8]=[C:7]([C:16]([O:18]C)=[O:17])[C:6]2=[O:20].[NH:21]1[CH2:26][CH2:25][CH2:24][CH2:23][CH2:22]1.C([O-])(O)=O.[Na+].C(#[N:34])C>C(OCC)(=O)C>[NH2:34][C@H:23]1[CH2:24][CH2:25][CH2:26][N:21]([C:2]2[CH:3]=[CH:4][N:5]3[C:10]([C:11]=2[CH3:12])=[C:9]([CH:13]2[CH2:14][CH2:15]2)[CH:8]=[C:7]([C:16]([OH:18])=[O:17])[C:6]3=[O:20])[CH2:22]1 |f:2.3|.